From a dataset of the Open Reaction Database (ORD), a public repository of structured organic reaction records. describe an organic reaction: reactants, conditions, products, and yield Starting materials: CC(C)(C)C(=O)CBr, O=C([O-])[O-], [Cs+], [Cs+], CN(C)C=O, COc1ccc2c(C(OP(=O)(OC)OC)=C(C)C)n[nH]c2c1. The product is COc1ccc2c(C(OP(=O)(OC)OC)=C(C)C)nn(CC(=O)C(C)(C)C)c2c1. Reaction SMILES: [Br:23][CH2:24][C:25]([C:26]([CH3:27])([CH3:28])[CH3:29])=[O:30].[C:36](=[O:37])([O-:38])[O-:39].[Cs+:40].[Cs+:41].[O:31]=[CH:32][N:33]([CH3:34])[CH3:35].[P:1](=[O:2])([O:3][C:4](=[C:5]([CH3:6])[CH3:7])[c:8]1[n:9][nH:10][c:11]2[cH:12][c:13]([O:17][CH3:18])[cH:14][cH:15][c:16]12)([O:19][CH3:20])[O:21][CH3:22]>>[P:1](=[O:2])([O:3][C:4](=[C:5]([CH3:6])[CH3:7])[c:8]1[n:9][n:10]([CH2:24][C:25]([C:26]([CH3:27])([CH3:28])[CH3:29])=[O:30])[c:11]2[cH:12][c:13]([O:17][CH3:18])[cH:14][cH:15][c:16]12)([O:19][CH3:20])[O:21][CH3:22]. The reactants are C(CCC)S (1-butanethiol), C(C=C)#N (acrylonitrile), C[O-].[Na+] (sodium methoxide). Product: C(CCC)SCCC#N (β-n-Butylmercaptopropionitrile). RXN SMILES: [CH2:1]([SH:5])[CH2:2][CH2:3][CH3:4].[C:6](#[N:9])[CH:7]=[CH2:8].C[O-].[Na+]>>[CH2:1]([S:5][CH2:8][CH2:7][C:6]#[N:9])[CH2:2][CH2:3][CH3:4] |f:2.3|. Reported procedure: β-n-Butylmercaptopropionitrile was prepared according to the procedure of Example 1 using 1-butanethiol (20.0 g; 0.22 moles), acrylonitrile (11.7 g; 0.22 moles) and sodium methoxide (0.5 g). Reactants: C(C)OC(=O)C=1C(=C2C(=NC=NN2C1)NC1=CC(=C(C=C1)C)O)OC (4-[(3-Hydroxy-4-methylphenyl)amino]-5-methoxypyrrolo[2,1-f][1,2,4]triazine-6-carboxylic acid ethyl ester), NC=1C=CC(=NC1)OC (5-amino-2-methoxypyridine). The solvent is CC#N (CH3CN). Product: C(C)OC(=O)C=1C(=C2C(=NC=NN2C1)NC=1C=NC(=CC1)OC)OC (5-Methoxy-4-[(6-methoxy-3-pyridinyl)amino]pyrrolo[2,1-f][1,2,4]triazine-6-carboxylic acid ethyl ester). Isolated yield 36.4%. RXN SMILES: [CH2:1]([O:3][C:4]([C:6]1[C:7]([O:24][CH3:25])=[C:8]2[N:13]([CH:14]=1)[N:12]=[CH:11][N:10]=[C:9]2NC1C=CC(C)=C(O)C=1)=[O:5])[CH3:2].[NH2:26][C:27]1[CH:28]=[CH:29][C:30]([O:33][CH3:34])=[N:31][CH:32]=1>CC#N>[CH2:1]([O:3][C:4]([C:6]1[C:7]([O:24][CH3:25])=[C:8]2[N:13]([CH:14]=1)[N:12]=[CH:11][N:10]=[C:9]2[NH:26][C:27]1[CH:32]=[N:31][C:30]([O:33][CH3:34])=[CH:29][CH:28]=1)=[O:5])[CH3:2]. Reported procedure: Compound G of Example 96 (0.1 mmol) and 5-amino-2-methoxypyridine (62 mg, 0.5 mmol) in CH3CN (0.5 mL) was stirred for 2 hrs. The crude mixture was purified by preparative HPLC. The desired material was collected, concentrated, and neutralized with aqueous NaHCO3. The solid was collected, washed with water, and dried to provide 12.5 mg (36%) of red solid. MS: [M+H]+=344; 1H NMR (CDCl3): δ 8.30 (s, 1H), 7.95 (d, J=8.8 Hz, 1H), 7.78 (d, J=7.9 Hz, 2H), 6.77 (d, J=8.8 Hz, 1H), 4.30 (q, J=7.0 Hz, 2H),... Starting materials: O=C(O)CCC(=O)C(Cc1ccccc1)NC(=O)c1ccccc1, O=C(OCc1ccccc1)C1CCCN1, CCN=C=NCCCN(C)C, CCN(C(C)C)C(C)C, ClCCl, Cl, Cl, O, On1nnc2ccccc21. The product is O=C(NC(Cc1ccccc1)C(=O)CCC(=O)N1CCCC1C(=O)OCc1ccccc1)c1ccccc1. As a reaction SMILES: [C:1]([c:2]1[cH:3][cH:4][cH:5][cH:6][cH:7]1)(=[O:8])[NH:9][CH:10]([C:11]([CH2:12][CH2:13][C:14](=[O:15])[OH:16])=[O:17])[CH2:18][c:19]1[cH:20][cH:21][cH:22][cH:23][cH:24]1.[CH2:26]([c:27]1[cH:28][cH:29][cH:30][cH:31][cH:32]1)[O:33][C:34]([CH:35]1[NH:36][CH2:37][CH2:38][CH2:39]1)=[O:40].[CH2:53]([N:54]=[C:55]=[N:56][CH2:57][CH2:58][CH2:59][N:60]([CH3:61])[CH3:62])[CH3:63].[CH:64]([N:65]([CH2:66][CH3:67])[CH:68]([CH3:69])[CH3:70])([CH3:71])[CH3:72].[Cl:73][CH2:74][Cl:75].[ClH:25].[ClH:52].[OH2:41].[OH:42][n:43]1[c:44]2[cH:45][cH:46][cH:47][cH:48][c:49]2[n:50][n:51]1>>[C:1]([c:2]1[cH:3][cH:4][cH:5][cH:6][cH:7]1)(=[O:8])[NH:9][CH:10]([C:11]([CH2:12][CH2:13][C:14](=[O:16])[N:36]1[CH:35]([C:34]([O:33][CH2:26][c:27]2[cH:28][cH:29][cH:30][cH:31][cH:32]2)=[O:40])[CH2:39][CH2:38][CH2:37]1)=[O:17])[CH2:18][c:19]1[cH:20][cH:21][cH:22][cH:23][cH:24]1. The reactants are [N+](=O)([O-])C1=C(C(=CC(=C1)C(C)(C)C)[N+](=O)[O-])Cl (2,6-dinitro-4-t-butylchlorobenzene), aqueous solution, CN (methylamine), C(C)O (ethanol). The solvent is O (H2O). Reaction conditions: time 1 hour. Product: CNC1=C(C=C(C=C1[N+](=O)[O-])C(C)(C)C)[N+](=O)[O-] (N-methyl-2,6-dinitro-4-t-butylaniline). RXN SMILES: [N+:1]([C:4]1[CH:9]=[C:8]([C:10]([CH3:13])([CH3:12])[CH3:11])[CH:7]=[C:6]([N+:14]([O-:16])=[O:15])[C:5]=1Cl)([O-:3])=[O:2].[CH3:18][NH2:19].C(O)C>O>[CH3:18][NH:19][C:5]1[C:4]([N+:1]([O-:3])=[O:2])=[CH:9][C:8]([C:10]([CH3:13])([CH3:12])[CH3:11])=[CH:7][C:6]=1[N+:14]([O-:16])=[O:15]. Reported procedure: Two and six-tenths grams (.01 mole) of 2,6-dinitro-4-t-butylchlorobenzene was reacted with 3.1 grams of 40% aqueous solution of methylamine in 50 ml. ethanol. The temperature was slowly increased as follows: 30° C for 1 hour; 40° C for 1 hour; 50° C for 1 hour, then 80° C for 5 hours. When the reaction was complete about 100 ml. H2O was added, precipitating the product. This was filtered, washed with portions of H2O and upon recrystallization from ethanol yielded 2.5 grams of N-methyl-2,6-dinitr... Reactants: O (water), ClC1=CC=NC=C1C#N (4-chloro-nicotinonitrile), N1N=CN=C1 (1H-[1,2,4]triazole), CsCO3. Solvent: CS(=O)C (DMSO). Reaction conditions: temperature 55 celsius, time 1.5 hour. Product: N1(N=CN=C1)C1=CC=NC=C1C#N (4-[1,2,4]triazol-1-yl-nicotinonitrile). The yield is 82.3%. As a reaction SMILES: Cl[C:2]1[C:7]([C:8]#[N:9])=[CH:6][N:5]=[CH:4][CH:3]=1.[NH:10]1[CH:14]=[N:13][CH:12]=[N:11]1.O>CS(C)=O>[N:10]1([C:2]2[C:7]([C:8]#[N:9])=[CH:6][N:5]=[CH:4][CH:3]=2)[CH:14]=[N:13][CH:12]=[N:11]1. Reported procedure: A mixture of known 4-chloro-nicotinonitrile (3.325 g, 24 mmol) (Tetrahedron Lett. 46:135-137, 2005), 1H-[1,2,4]triazole (1.99 g, 28.8 mmol), and CsCO3 (9.30 g, 28.5 mmol) in DMSO (5.0 mL) was stirred at 55° C. for 1.5 h. The resulting thin light brown slurry was shaken with water (50 mL) and extracted with DCM (1×50 mL, 2×25 mL). The organic layers were combined, dried (Na2SO4), and concentrated under vacuum at 90° C. to afford the title compound as a beige solid (3.38 g, 82%). Starting materials: ClC1=NC2=C(N1)C=CC(=C2)C(F)(F)F (2-chloro-5-(trifluoromethyl)-1H-benzo[d]imidazole), 2004/035549 A1, NC1=NC2=C(C=CC=C2C=C1)O (2-amino-8-hydroxyquinoline). The product is FC(C1=CC2=C(NC(=N2)OC=2C=CC=C3C=CC(=NC23)N)C=C1)(F)F (8-(5-(Trifluoromethyl)-1H-benzo[d]imidazol-2-yloxy)quinolin-2-amine). As a reaction SMILES: Cl[C:2]1[NH:6][C:5]2[CH:7]=[CH:8][C:9]([C:11]([F:14])([F:13])[F:12])=[CH:10][C:4]=2[N:3]=1.[NH2:15][C:16]1[CH:25]=[CH:24][C:23]2[C:18](=[C:19]([OH:26])[CH:20]=[CH:21][CH:22]=2)[N:17]=1>>[F:12][C:11]([F:14])([F:13])[C:9]1[CH:8]=[CH:7][C:5]2[NH:6][C:2]([O:26][C:19]3[CH:20]=[CH:21][CH:22]=[C:23]4[C:18]=3[N:17]=[C:16]([NH2:15])[CH:25]=[CH:24]4)=[N:3][C:4]=2[CH:10]=1. Procedure: The reaction of 2-chloro-5-(trifluoromethyl)-1H-benzo[d]imidazole (66 mg, 0.3 mol, prepared according to the procedure described in WO 2004/035549 A1) with 2-amino-8-hydroxyquinoline (48 mg, 0.3 mmol, Fluka) under the condition of Example 1 afforded the title compound as an amorphous solid. MS (ESI, pos. ion) m/z: 345 (M+1). Reactants: Brc1ccc2c(c1)N(C1CCN(Cc3ccccc3)CC1)CC2, [Li]CCCC, CCOC(C)=O, CCCCCC, CN(C)C=O, C1CCOC1, O. The product is O=Cc1ccc2c(c1)N(C1CCN(Cc3ccccc3)CC1)CC2. As a reaction SMILES: [CH2:1]([c:2]1[cH:3][cH:4][cH:5][cH:6][cH:7]1)[N:8]1[CH2:9][CH2:10][CH:11]([N:14]2[CH2:15][CH2:16][c:17]3[cH:18][cH:19][c:20]([Br:23])[cH:21][c:22]32)[CH2:12][CH2:13]1.[CH2:24]([Li:25])[CH2:26][CH2:27][CH3:28].[CH3:30][CH2:31][O:32][C:33](=[O:34])[CH3:35].[CH3:41][CH2:42][CH2:43][CH2:44][CH2:45][CH3:46].[CH3:47][N:48]([CH3:49])[CH:50]=[O:51].[O:36]1[CH2:37][CH2:38][CH2:39][CH2:40]1.[OH2:29]>>[CH2:1]([c:2]1[cH:3][cH:4][cH:5][cH:6][cH:7]1)[N:8]1[CH2:9][CH2:10][CH:11]([N:14]2[CH2:15][CH2:16][c:17]3[cH:18][cH:19][c:20]([CH:31]=[O:32])[cH:21][c:22]32)[CH2:12][CH2:13]1.